This data is from the Open Reaction Database (ORD), a public repository of structured organic reaction records. The task is: describe an organic reaction: reactants, conditions, products, and yield The reactants are C(CCC)OC(=O)N1CCN(CC1)C(CNC(=O)C1=NN(C(=C1)O)C1=CC=CC=C1)=O (4-{2-[(5-Hydroxy-1-phenyl-1H-pyrazole-3-carbonyl)-amino]-acetyl}-piperazine-1-carboxylic acid butyl ester), BrCC(=O)OCC1=CC=CC=C1 (benzyl bromoacetate), C([O-])([O-])=O.[Cs+].[Cs+] (cesium carbonate). Run in CN(C)C=O (DMF), C(C)(=O)OCC (ethyl acetate). Reaction conditions: time 12 hour. Product: C(CCC)OC(=O)N1CCN(CC1)C(CNC(=O)C1=NN(C(=C1)OCC(=O)OCC1=CC=CC=C1)C1=CC=CC=C1)=O (4-{2-[(5-Benzyloxycarbonylmethoxy-1-phenyl-1H-pyrazole-3-carbonyl)-amino]-acetyl}-piperazine-1-carboxylic acid butyl ester). Reaction SMILES: [CH2:1]([O:5][C:6]([N:8]1[CH2:13][CH2:12][N:11]([C:14](=[O:31])[CH2:15][NH:16][C:17]([C:19]2[CH:23]=[C:22]([OH:24])[N:21]([C:25]3[CH:30]=[CH:29][CH:28]=[CH:27][CH:26]=3)[N:20]=2)=[O:18])[CH2:10][CH2:9]1)=[O:7])[CH2:2][CH2:3][CH3:4].Br[CH2:33][C:34]([O:36][CH2:37][C:38]1[CH:43]=[CH:42][CH:41]=[CH:40][CH:39]=1)=[O:35].C(=O)([O-])[O-].[Cs+].[Cs+]>CN(C=O)C.C(OCC)(=O)C>[CH2:1]([O:5][C:6]([N:8]1[CH2:9][CH2:10][N:11]([C:14](=[O:31])[CH2:15][NH:16][C:17]([C:19]2[CH:23]=[C:22]([O:24][CH2:33][C:34]([O:36][CH2:37][C:38]3[CH:43]=[CH:42][CH:41]=[CH:40][CH:39]=3)=[O:35])[N:21]([C:25]3[CH:30]=[CH:29][CH:28]=[CH:27][CH:26]=3)[N:20]=2)=[O:18])[CH2:12][CH2:13]1)=[O:7])[CH2:2][CH2:3][CH3:4] |f:2.3.4|. Procedure details: To a solution of 3.5 g 4-{2-[(5-Hydroxy-1-phenyl-1H-pyrazole-3-carbonyl)-amino]-acetyl}-piperazine-1-carboxylic acid butyl ester in 23 ml DMF were added 1.87 g benzyl bromoacetate and 5.31 g cesium carbonate. After stirring at room temperature for 12 h the solution was diluted with 100 ml ethyl acetate and extracted with aqueous LiCl (4 w/w), 0.1 M HCl and aqueous NaHCO3. The crude product obtained after evaporation of the solvent was pure enough for the following reactions. Yield: 3.6 g The reactants are 12, [OH-].[K+] (potassium hydroxide), ClC1=CC=C(C=C1)N(C(CC1=CC(=CC=C1)OC)=O)C1CCN(CC1)C(=O)OCC (ethyl 4-{N-(4-chlorophenyl)-N-[(3-methoxyphenyl)acetyl]-amino}-1-piperidinecarboxylate). Solvent: CC(C)O (2-propanol). Yields the product ClC1=CC=C(C=C1)N(C(CC1=CC(=CC=C1)OC)=O)C1CCNCC1 (N-(4-chlorophenyl)-3-methoxy-N-(4-piperidinyl)benzeneacetamide). Reaction SMILES: [OH-].[K+].[Cl:3][C:4]1[CH:9]=[CH:8][C:7]([N:10]([CH:22]2[CH2:27][CH2:26][N:25](C(OCC)=O)[CH2:24][CH2:23]2)[C:11](=[O:21])[CH2:12][C:13]2[CH:18]=[CH:17][CH:16]=[C:15]([O:19][CH3:20])[CH:14]=2)=[CH:6][CH:5]=1>CC(O)C>[Cl:3][C:4]1[CH:9]=[CH:8][C:7]([N:10]([CH:22]2[CH2:27][CH2:26][NH:25][CH2:24][CH2:23]2)[C:11](=[O:21])[CH2:12][C:13]2[CH:18]=[CH:17][CH:16]=[C:15]([O:19][CH3:20])[CH:14]=2)=[CH:6][CH:5]=1 |f:0.1|. Reported procedure: To a stirred and warm (40° C.) solution of 12 parts of potassium hydroxide in 200 parts of 2-propanol are added at once 21 parts of ethyl 4-{N-(4-chlorophenyl)-N-[(3-methoxyphenyl)acetyl]-amino}-1-piperidinecarboxylate and the whole is stirred and refluxed for 17 hours. The reaction mixture is cooled, filtered and evaporated. The semi-solid residue is acidified with a diluted hydrochloric acid solution, washed with 1,1'-oxybisethane and the aqueous acid phase is alkalized with sodium hydroxide s...